This data is from the Open Reaction Database (ORD), a public repository of structured organic reaction records. The task is: describe an organic reaction: reactants, conditions, products, and yield Starting materials: C1(=CC=CC=C1)S(=O)(=O)Cl (benzenesulfonyl chloride), O1CCCC1 (tetrahydrofuran), NC1=NNC(=C1C1=CC=NC=C1)C1=CC=C(C=C1)F (3-amino-5-(4-fluorophenyl)-4-(4-pyridyl)pyrazole). Solvent: C(C)N(CC)CC (triethylamine). Conditions: time 1.5 hour. The product is FC1=CC=C(C=C1)C1=C(C(=NN1)NS(=O)(=O)C1=CC=CC=C1)C1=CC=NC=C1 (5-(4-fluorophenyl)-3-phenylsulfonylamino-4-(4-pyridyl)pyrazole). Yield: 15.0%. RXN SMILES: [C:1]1([S:7](Cl)(=[O:9])=[O:8])[CH:6]=[CH:5][CH:4]=[CH:3][CH:2]=1.O1CCCC1.[NH2:16][C:17]1[C:21]([C:22]2[CH:27]=[CH:26][N:25]=[CH:24][CH:23]=2)=[C:20]([C:28]2[CH:33]=[CH:32][C:31]([F:34])=[CH:30][CH:29]=2)[NH:19][N:18]=1>C(N(CC)CC)C>[F:34][C:31]1[CH:30]=[CH:29][C:28]([C:20]2[NH:19][N:18]=[C:17]([NH:16][S:7]([C:1]3[CH:6]=[CH:5][CH:4]=[CH:3][CH:2]=3)(=[O:9])=[O:8])[C:21]=2[C:22]2[CH:27]=[CH:26][N:25]=[CH:24][CH:23]=2)=[CH:33][CH:32]=1. Reported procedure: Under a stream of argon gas, 333 mg of benzenesulfonyl chloride was added dropwise to 4 ml of a tetrahydrofuran solution containing 150 mg of 3-amino-5-(4-fluorophenyl)-4-(4-pyridyl)pyrazole and 191 mg of triethylamine, followed by stirring at room temperature for 1.5 hours. After the reaction mixture was concentrated under reduced pressure, the resulting residue was purified by column chromatography using 20 g of silica gel [with an elution solvent comprising chloroform-methanol (100:1)]. Thus,...